Dataset: the Open Reaction Database (ORD), a public repository of structured organic reaction records. Task: describe an organic reaction: reactants, conditions, products, and yield Starting materials: [N+](=O)([O-])C1=CC=C(C=C1)C12C(NC(C2C1)=O)=O (1-(4-nitrophenyl)-3-azabicyclo[3.1.0]hexane-2,4-dione), [H][H] (hydrogen). Reagents/catalysts: [Pd] (palladium/carbon). Run in C(C)O (ethanol). Yields the product NC1=CC=C(C=C1)C12C(NC(C2C1)=O)=O (1-(4-Aminophenyl)-3-azabicyclo[3.1.0]hexan-2,4-dione). As a reaction SMILES: [N+:1]([C:4]1[CH:9]=[CH:8][C:7]([C:10]23[CH2:15][CH:14]2[C:13](=[O:16])[NH:12][C:11]3=[O:17])=[CH:6][CH:5]=1)([O-])=O.[H][H]>C(O)C.[Pd]>[NH2:1][C:4]1[CH:5]=[CH:6][C:7]([C:10]23[CH2:15][CH:14]2[C:13](=[O:16])[NH:12][C:11]3=[O:17])=[CH:8][CH:9]=1. Procedure details: To a solution of 25.9 g of 1-(4-nitrophenyl)-3-azabicyclo[3.1.0]hexane-2,4-dione (preparation as described in DE-OS 2 740 562) in 700 ml of ethanol are added 1.4 g of 5% palladium/carbon catalyst. Hydrogenation is carried out under normal pressure and at room temperature with hydrogen. When the absorption of hydrogen is complete (theoretical amount: 7500 ml), the reaction mixture is diluted with 1 ml of ethanol and concentrated after removal of the catalyst. The product so obtained is recrystall... Starting materials: COC=1C=CC2=C(CCN(CC2=C)C(C(F)(F)F)=O)N1 (2-methoxy-5-methylene-7-(trifluoroacetyl)-6,7,8,9-tetrahydro-5H-pyrido[2,3-d]azepine), C(=O)([O-])[O-].[K+].[K+] (K2CO3). Run in CO (MeOH). Run at temperature 60 celsius. The product is COC=1C=CC2=C(CCNCC2=C)N1 (2-Methoxy-5-methylene-6,7,8,9-tetrahydro-5H-pyrido[2,3-d]azepine). As a reaction SMILES: [CH3:1][O:2][C:3]1[CH:4]=[CH:5][C:6]2[C:12](=[CH2:13])[CH2:11][N:10](C(=O)C(F)(F)F)[CH2:9][CH2:8][C:7]=2[N:20]=1.C([O-])([O-])=O.[K+].[K+]>CO>[CH3:1][O:2][C:3]1[CH:4]=[CH:5][C:6]2[C:12](=[CH2:13])[CH2:11][NH:10][CH2:9][CH2:8][C:7]=2[N:20]=1 |f:1.2.3|. Procedure details: 2-Methoxy-6-methylpyridine was diluted with THF to a total volume of 20 ml. It was cooled to −78° C. and treated with nBuLi (2.5 M in hexane, 4.8 ml, 11.9 mmol). After 15 min at −78° C., HMPA (2.1 ml, 11.92 mmol) was added and the mixture was allowed to warm to 0° C. Paraformaldehyde (1.38 g, 45.85 mmol) was added and the mixture was allowed to gradually warm to ambient temperature. The reaction was quenched with NH4Cl and extracted with EtOAc. The organic layer was dried, concentrated in vacuo ... The reactants are CCC1C(=O)Nc2cc(F)ccc2N1S(=O)(=O)c1ccc(OC)cc1, CCC1C(=O)N(C)c2cc(F)ccc2N1C(=O)c1ccc(OC)cc1, CCI. Product: CCC1C(=O)N(CC)c2cc(F)ccc2N1S(=O)(=O)c1ccc(OC)cc1. RXN SMILES: [CH2:1]([CH3:2])[CH:3]1[C:4](=[O:25])[NH:5][c:6]2[cH:7][c:8]([F:24])[cH:9][cH:10][c:11]2[N:12]1[S:13](=[O:14])(=[O:15])[c:16]1[cH:17][cH:18][c:19]([O:22][CH3:23])[cH:20][cH:21]1.[CH2:29]([CH:30]1[N:31]([C:32](=[O:33])[c:34]2[cH:35][cH:36][c:37]([O:38][CH3:39])[cH:40][cH:41]2)[c:42]2[c:43]([cH:44][c:45]([F:46])[cH:47][cH:48]2)[N:49]([CH3:50])[C:51]1=[O:52])[CH3:53].[I:26][CH2:27][CH3:28]>>[CH2:1]([CH3:2])[CH:3]1[C:4](=[O:25])[N:5]([CH2:27][CH3:28])[c:6]2[cH:7][c:8]([F:24])[cH:9][cH:10][c:11]2[N:12]1[S:13](=[O:14])(=[O:15])[c:16]1[cH:17][cH:18][c:19]([O:22][CH3:23])[cH:20][cH:21]1. Starting materials: BrC1=CC=C(C=C1)CC(=O)O (p-Bromophenylacetic acid), NC1=C(C=CC=C1)S (2-aminothiophenol), [C-]#N.[Na+] (NaCN), [H-].IC(CCC[Al+2])I.[H-] (diiodobutylaluminum hydride), P(Cl)(Cl)(Cl)(Cl)Cl (PCl5). Run in polyphosphoric acid. The product is S1C(=NC2=C1C=CC=C2)C2=C(C=C(C=C2)Br)C (1-(benzothiazol-2-yl)-methyl-4-bromobenzene). Reaction SMILES: [C-]#N.[Na+].[H-].I[CH:6](I)CCC[Al+2].[H-].P(Cl)(Cl)(Cl)(Cl)Cl.[Br:19][C:20]1[CH:25]=[CH:24][C:23]([CH2:26]C(O)=O)=[CH:22][CH:21]=1.[NH2:30][C:31]1[CH:36]=[CH:35][CH:34]=[CH:33][C:32]=1[SH:37]>>[S:37]1[C:32]2[CH:33]=[CH:34][CH:35]=[CH:36][C:31]=2[N:30]=[C:26]1[C:23]1[CH:22]=[CH:21][C:20]([Br:19])=[CH:25][C:24]=1[CH3:6] |f:0.1,2.3.4|. Reported procedure: Scheme XII below shows the synthesis of two monomers containing electron withdrawing heterocyclic groups. In the presence of triethylamine, 1-(4-bromobenzoyl)-2-benzoylhydrazine and p-bromophenylacetic acid is converted to the corresponding acid chloride followed by reaction with benzoic hydrazide that cyclizes in the presence of phosphorus chloride to give 2-(4-bromophenyl)-5-phenyl-1,3,4-oxadiazole. The bromine group reacts with NaCN to form a cyano group that is then reduced by diiodobutylalu... Starting materials: COC(=O)C(NC(c1ccccc1)(c1ccccc1)c1ccccc1)C(C)OC(=O)c1ccccc1, C[O-], CCOC(C)=O, CO, [Na+], [Na+], O=C([O-])O. Product: COC(=O)C(NC(c1ccccc1)(c1ccccc1)c1ccccc1)C(C)O. Reaction SMILES: [C:1](=[O:2])([c:3]1[cH:4][cH:5][cH:6][cH:7][cH:8]1)[O:9][CH:10]([CH:11]([NH:12][C:13]([c:14]1[cH:15][cH:16][cH:17][cH:18][cH:19]1)([c:20]1[cH:21][cH:22][cH:23][cH:24][cH:25]1)[c:26]1[cH:27][cH:28][cH:29][cH:30][cH:31]1)[C:32](=[O:33])[O:34][CH3:35])[CH3:36].[CH3:37][O-:38].[CH3:45][CH2:46][O:47][C:48](=[O:49])[CH3:50].[CH3:51][OH:52].[Na+:39].[Na+:44].[O-:40][C:41]([OH:42])=[O:43]>>[OH:9][CH:10]([CH:11]([NH:12][C:13]([c:14]1[cH:15][cH:16][cH:17][cH:18][cH:19]1)([c:20]1[cH:21][cH:22][cH:23][cH:24][cH:25]1)[c:26]1[cH:27][cH:28][cH:29][cH:30][cH:31]1)[C:32](=[O:33])[O:34][CH3:35])[CH3:36]. Reactants: N#Cc1nc2ccc(O)cc2o1, CS(C)=O, ClCc1cccc(OCc2ccc3ccccc3n2)c1, [Na+], [OH-], O. The product is N#Cc1nc2ccc(OCc3cccc(OCc4ccc5ccccc5n4)c3)cc2o1. RXN SMILES: [C:1](#[N:2])[c:3]1[o:4][c:5]2[c:6]([n:7]1)[cH:8][cH:9][c:10]([OH:12])[cH:11]2.[CH3:36][S:37]([CH3:38])=[O:39].[Cl:13][CH2:14][c:15]1[cH:16][c:17]([O:18][CH2:19][c:20]2[n:21][c:22]3[cH:23][cH:24][cH:25][cH:26][c:27]3[cH:28][cH:29]2)[cH:30][cH:31][cH:32]1.[Na+:34].[OH-:33].[OH2:35]>>[C:1](#[N:2])[c:3]1[o:4][c:5]2[c:6]([n:7]1)[cH:8][cH:9][c:10]([O:12][CH2:14][c:15]1[cH:16][c:17]([O:18][CH2:19][c:20]3[n:21][c:22]4[cH:23][cH:24][cH:25][cH:26][c:27]4[cH:28][cH:29]3)[cH:30][cH:31][cH:32]1)[cH:11]2. Reactants: C(C)(=O)O (acetic acid), N,N′-carbonyldiimidazole, COC=1C=C(C=CC1)C1=C2C=C(C(NC2=CC=N1)=O)C(N)=NO (1,2-dihydro-5-(3-methoxyphenyl)-2-oxo-1,6-naphthyridin-3-amidoxime). Solvent: CN(C)C=O (DMF). Reaction conditions: temperature 70 celsius, time 3 hour. Product: CC1=NC(=NO1)C=1C(NC2=CC=NC(=C2C1)C1=CC(=CC=C1)OC)=O (3-(5-methyl-1,2,4-oxadiazol-3-yl)-5-(3-methoxyphenyl)-1,6-naphthyridin-2(1H)-one). Yield: 66.5%. As a reaction SMILES: [C:1](O)(=O)[CH3:2].[CH3:5][O:6][C:7]1[CH:8]=[C:9]([C:13]2[N:22]=[CH:21][CH:20]=[C:19]3[C:14]=2[CH:15]=[C:16]([C:24](=[N:26][OH:27])[NH2:25])[C:17](=[O:23])[NH:18]3)[CH:10]=[CH:11][CH:12]=1>CN(C=O)C>[CH3:1][C:2]1[O:27][N:26]=[C:24]([C:16]2[C:17](=[O:23])[NH:18][C:19]3[C:14]([CH:15]=2)=[C:13]([C:9]2[CH:10]=[CH:11][CH:12]=[C:7]([O:6][CH3:5])[CH:8]=2)[N:22]=[CH:21][CH:20]=3)[N:25]=1. Procedure: To a solution of acetic acid (0.90 g) in DMF (100 ml) was added N,N′-carbonyldiimidazole (2.43 g) and the mixture was stirred at 70° C. for 3 hours. To the solution was added 1,2-dihydro-5-(3-methoxyphenyl)-2-oxo-1,6-naphthyridin-3-amidoxime (3.10 g) prepared in the same manner as described in Example 1(1), and the mixture was stirred at 70° C. for 2 hours and further at 130° C. for 1 hour. The reaction mixture was concentrated to dryness under reduced pressure, and water was added to the residu... RXN SMILES: [Cl:1][CH2:2][CH2:3][CH2:4][CH2:5][CH2:6][CH2:7][S:8](Cl)(=[O:10])=[O:9].[CH2:12]([NH:14][CH2:15][CH3:16])[CH3:13]>C(OCC)C>[CH2:12]([N:14]([CH2:15][CH3:16])[S:8]([CH2:7][CH2:6][CH2:5][CH2:4][CH2:3][CH2:2][Cl:1])(=[O:10])=[O:9])[CH3:13]. Procedure details: 6-Chlorohexanesulfonyl chloride (6.57g, 30 mmol) was added dropwise to a solution of diethyl ether (60 ml) and diethylamine (4.83g, 66 mmol) with stirring under ice-cooling. Thereafter, the mixture was stirred at the same temperature for 20 minutes. The reaction mixture was washed twice with water (10 ml) and then with brine (10 ml), and thereafter dried over anhydrous magnesium sulfate. Subsequently, the solvent was removed by evaporation In vacuo. The crude product was purified by column chrom... The solvent is C(C)OCC (diethyl ether). The reactants are ClCCCCCCS(=O)(=O)Cl (6-Chlorohexanesulfonyl chloride), C(C)NCC (diethylamine). Isolated yield 92.8%. The product is C(C)N(S(=O)(=O)CCCCCCCl)CC (N,N-diethyl-6-chlorohexanesulfonamide). The reactants are BrN1C(CCC1=O)=O (N-bromosuccinimide), C1(CCCCC1)NC1CCCCC1 (dicyclohexylamine), C(C)OC(CC=1N=C(SC1)N)=O ((2-amino-4-thiazolyl)acetic acid ethyl ester), C(C)(=O)O (acetic acid). Run at time 3 hour. Yields the product C(C)OC(CC=1N=C(SC1)NC(=O)N(C1CCCCC1)C1CCCCC1)=O ([2-(3,3-Dicyclohexyl-ureido)-thiazol-4-yl]-acetic acid ethyl ester), C(C)OC(CC=1N=C(SC1Br)NC(=O)N(C1CCCCC1)C1CCCCC1)=O ([5-Bromo-2-(3,3-dicyclohexyl-ureido)-thiazol-4-yl]-acetic acid ethyl ester). As a reaction SMILES: [CH:1]1([NH:7][CH:8]2[CH2:13][CH2:12][CH2:11][CH2:10][CH2:9]2)[CH2:6][CH2:5][CH2:4][CH2:3][CH2:2]1.[CH2:14]([O:16][C:17](=[O:25])[CH2:18][C:19]1[N:20]=[C:21]([NH2:24])[S:22][CH:23]=1)[CH3:15].[Br:26]N1[C:31](=[O:32])CCC1=O.[C:34]([OH:37])(=O)C>>[CH2:14]([O:16][C:17](=[O:25])[CH2:18][C:19]1[N:20]=[C:21]([NH:24][C:31]([N:7]([CH:1]2[CH2:2][CH2:3][CH2:4][CH2:5][CH2:6]2)[CH:8]2[CH2:9][CH2:10][CH2:11][CH2:12][CH2:13]2)=[O:32])[S:22][CH:23]=1)[CH3:15].[CH2:14]([O:16][C:17](=[O:25])[CH2:18][C:19]1[N:20]=[C:21]([NH:24][C:34]([N:7]([CH:1]2[CH2:2][CH2:3][CH2:4][CH2:5][CH2:6]2)[CH:8]2[CH2:9][CH2:10][CH2:11][CH2:12][CH2:13]2)=[O:37])[S:22][C:23]=1[Br:26])[CH3:15]. Procedure: [2-(3,3-Dicyclohexyl-ureido)-thiazol-4-yl]-acetic acid ethyl ester was prepared from dicyclohexylamine and (2-amino-4-thiazolyl)acetic acid ethyl ester as described in general procedure (A). To this compound was added 1.3 equivalents of N-bromosuccinimide suspended in acetic acid, and the mixture was stirred for 3 h at RT. The reaction mixture was concentrated in vacuo, redissolved in dichloromethane, washed with 10% sodium sulphate, water, aqueous sodium bicarbonate, brine and then dried over m... Starting materials: C(Cl)Cl (methylene chloride), C(Cl)Cl (methylene chloride), CC1=NC(=NC(=N1)OC)N (4-methyl-6-methoxy-2-amino-1,3,5-triazine), ClS(=O)(=O)N=C=O (chlorosulfonyl isocyanate), OC(C)C1=C(N)C=CC=C1 (2-(1-hydroxyethyl)aniline). Run in C(C)N(CC)CC (triethylamine), C(C)OCC (diethyl ether). The product is OC(C)C1=C(C=CC=C1)NS(=O)(=O)NC(=O)NC1=NC(=NC(=N1)C)OC (1-[2-(1-hydroxyethyl)phenylsulfamoyl]-3-(4-methyl-6-methoxy-1,3,5-triazin-2-yl)urea). RXN SMILES: C(Cl)Cl.[CH3:4][C:5]1[N:10]=[C:9]([O:11][CH3:12])[N:8]=[C:7]([NH2:13])[N:6]=1.Cl[S:15]([N:18]=[C:19]=[O:20])(=[O:17])=[O:16].[OH:21][CH:22]([C:24]1[CH:30]=[CH:29][CH:28]=[CH:27][C:25]=1[NH2:26])[CH3:23]>C(OCC)C.C(N(CC)CC)C>[OH:21][CH:22]([C:24]1[CH:30]=[CH:29][CH:28]=[CH:27][C:25]=1[NH:26][S:15]([NH:18][C:19]([NH:13][C:7]1[N:6]=[C:5]([CH3:4])[N:10]=[C:9]([O:11][CH3:12])[N:8]=1)=[O:20])(=[O:17])=[O:16])[CH3:23]. Procedure details: To 75 milliliters of methylene chloride maintained at 0°-5° C. via an ice bath were added 1.4 grams of 4-methyl-6-methoxy-2-amino-1,3,5-triazine and 1.55 grams of chlorosulfonyl isocyanate. After stirring for 3 hours at ice bath temperature a methylene chloride solution containing 1.0 gram of triethylamine and 1.37 grams of 2-(1-hydroxyethyl)aniline was added dropwise. The reaction mixture was removed from the ice bath, allowed to stir an additional one-half hour and then poured into 100 millili...